This data is from the Open Reaction Database (ORD), a public repository of structured organic reaction records. The task is: describe an organic reaction: reactants, conditions, products, and yield The reactants are CC1(C)Cc2cc(C(=O)O)ccc2NC1c1cccc(Br)c1, O=C([O-])[O-], CN(C)CC(=O)O, CS(C)=O, Cl, [Cu]I, [K+], [K+], O=C1CNC(=O)CN1. Product: CC1(C)Cc2cc(C(=O)O)ccc2NC1c1cccc(N2CC(=O)NCC2=O)c1. RXN SMILES: [Br:1][c:2]1[cH:3][c:4]([CH:8]2[NH:9][c:10]3[cH:11][cH:12][c:13]([C:20](=[O:21])[OH:22])[cH:14][c:15]3[CH2:16][C:17]2([CH3:18])[CH3:19])[cH:5][cH:6][cH:7]1.[C:39](=[O:40])([O-:41])[O-:42].[CH3:32][N:33]([CH3:34])[CH2:35][C:36]([OH:37])=[O:38].[CH3:45][S:46](=[O:47])[CH3:48].[ClH:31].[Cu:49][I:50].[K+:43].[K+:44].[O:23]=[C:24]1[CH2:25][NH:26][C:27](=[O:28])[CH2:29][NH:30]1>>[c:2]1([N:26]2[CH2:25][C:24](=[O:23])[NH:30][CH2:29][C:27]2=[O:28])[cH:3][c:4]([CH:8]2[NH:9][c:10]3[cH:11][cH:12][c:13]([C:20](=[O:21])[OH:22])[cH:14][c:15]3[CH2:16][C:17]2([CH3:18])[CH3:19])[cH:5][cH:6][cH:7]1. The reactants are COC(=O)CCCC#CCN1C(=O)CCC1COC(=S)NCCc1ccccc1, CC#N, O=P([O-])([O-])[O-]. Yields the product O=C(O)CCCC#CCN1C(=O)CCC1COC(=S)NCCc1ccccc1. RXN SMILES: [CH3:1][O:2][C:3]([CH2:4][CH2:5][CH2:6][C:7]#[C:8][CH2:9][N:10]1[C:11](=[O:28])[CH2:12][CH2:13][CH:14]1[CH2:15][O:16][C:17]([NH:18][CH2:19][CH2:20][c:21]1[cH:22][cH:23][cH:24][cH:25][cH:26]1)=[S:27])=[O:29].[CH3:35][C:36]#[N:37].[O-:30][P:31](=[O:32])([O-:33])[O-:34]>>[O:2]=[C:3]([CH2:4][CH2:5][CH2:6][C:7]#[C:8][CH2:9][N:10]1[C:11](=[O:28])[CH2:12][CH2:13][CH:14]1[CH2:15][O:16][C:17]([NH:18][CH2:19][CH2:20][c:21]1[cH:22][cH:23][cH:24][cH:25][cH:26]1)=[S:27])[OH:29]. Reactants: C(C1=CC=CC=C1)OC=1C=C(C=CC1[N+](=O)[O-])CC#N ((3-benzyloxy-4-nitrophenyl)acetonitrile), Cl (hydrochloride), B#B (diborane), 2-benzyloxy-5-(2-dipropylamino)aniline. Yields the product Cl.C(C1=CC=CC=C1)OC=1C=C(C=CC1[N+](=O)[O-])CCN (2-(3-benzyloxy-4-nitrophenyl)ethylamine, hydrochloride). Reaction SMILES: [CH2:1]([O:8][C:9]1[CH:10]=[C:11]([CH2:18][C:19]#[N:20])[CH:12]=[CH:13][C:14]=1[N+:15]([O-:17])=[O:16])[C:2]1[CH:7]=[CH:6][CH:5]=[CH:4][CH:3]=1.B#B.[ClH:23]>>[ClH:23].[CH2:1]([O:8][C:9]1[CH:10]=[C:11]([CH2:18][CH2:19][NH2:20])[CH:12]=[CH:13][C:14]=1[N+:15]([O-:17])=[O:16])[C:2]1[CH:3]=[CH:4][CH:5]=[CH:6][CH:7]=1 |f:3.4|. Procedure: 2.7 g of (3-benzyloxy-4-nitrophenyl)acetonitrile is reduced with diborane, as described in the preparation of 2-benzyloxy-5-(2-dipropylamino)aniline, and converted into the hydrochloride, thus obtaining 3.2 g of 2-(3-benzyloxy-4-nitrophenyl)ethylamine, hydrochloride.